The task is: describe an organic reaction: reactants, conditions, products, and yield. This data is from the Open Reaction Database (ORD), a public repository of structured organic reaction records. Reactants: C=CC(OCC)OCC, Cc1ccc(-n2cnnn2)c(CCC(=O)O)c1, CC(=O)[O-], CC(=O)[O-], CN(C)C=O, [Pd+2]. The product is CCOC(=O)CCc1cc(C)ccc1-n1cnnn1. RXN SMILES: [CH2:18]([CH3:19])[O:20][CH:21]([O:22][CH2:23][CH3:24])[CH:25]=[CH2:26].[CH3:1][c:2]1[cH:3][cH:4][c:5](-[n:13]2[n:14][n:15][n:16][cH:17]2)[c:6]([CH2:8][CH2:9][C:10](=[O:11])[OH:12])[cH:7]1.[O-:33][C:34]([CH3:35])=[O:36].[O-:37][C:38]([CH3:39])=[O:40].[O:27]=[CH:28][N:29]([CH3:30])[CH3:31].[Pd+2:32]>>[CH3:1][c:2]1[cH:3][cH:4][c:5](-[n:13]2[n:14][n:15][n:16][cH:17]2)[c:6]([CH2:8][CH2:9][C:10]([O:11][CH2:18][CH3:19])=[O:12])[cH:7]1. The reactants are NC=1C(=NN(C1C#N)C)C (4-amino-5-cyano-1,3-dimethylpyrazole), C1(=CC=C(C=C1)S(=O)(=O)O)C (p-Toluenesulfonic acid), NCC(C)(C)N (1,2-diamino-2-methylpropane), [OH-].[NH4+] (ammonium hydroxide). Run in C(Cl)(Cl)Cl (chloroform). Yields the product 2-(4-amino-1,3-dimethyl-5-pyrazolyl)-3,3-dimethylimidazoline, CN1N=C(C2=C1C=1N(C(=N2)C)C(CN1)(C)C)C (7,8-Dihydro-1,3,5,7,7-pentamethyl-1H-imidazo[1,2-c]pyrazolo[3,4-e]pyrimidine). RXN SMILES: [C:1]1(C)C=CC(S(O)(=O)=O)=C[CH:2]=1.[NH2:12][CH2:13][C:14]([NH2:17])([CH3:16])[CH3:15].[NH2:18][C:19]1[C:20]([CH3:27])=[N:21][N:22]([CH3:26])[C:23]=1[C:24]#N.[OH-].[NH4+]>C(Cl)(Cl)Cl>[CH3:26][N:22]1[C:23]2[C:24]3[N:17]([C:14]([CH3:16])([CH3:15])[CH2:13][N:12]=3)[C:1]([CH3:2])=[N:18][C:19]=2[C:20]([CH3:27])=[N:21]1 |f:3.4|. Reported procedure: The requisite 2-(4-amino-1,3-dimethyl-5-pyrazolyl)-3,3-dimethylimidazoline is prepared as follows. p-Toluenesulfonic acid (10 g, 0.055 mol) is added to 5 g (0.057 mol) of 1,2-diamino-2-methylpropane and to the resulting hot (100°) melt is added 7 g (0.05 mol) of 4-amino-5-cyano-1,3-dimethylpyrazole. The mixture is heated in an oil bath at 185°-195° C. for six hours. The residue, an amorphous yellow solid is dissolved in 250 ml of chloroform and stirred with 40 ml of conc. ammonium hydroxide. The... The reactants are CC1CNCC(C)C1, CCOC(C)=O, CCC(C)C1CCC2(CC1)OCC(CCl)O2. Yields the product CCC(C)C1CCC2(CC1)OCC(CN1CC(C)CC(C)C1)O2. RXN SMILES: [CH3:17][CH:18]1[CH2:19][NH:20][CH2:21][CH:22]([CH3:24])[CH2:23]1.[CH3:25][CH2:26][O:27][C:28](=[O:29])[CH3:30].[CH:1]([CH3:2])([CH2:3][CH3:4])[CH:5]1[CH2:6][CH2:7][C:8]2([O:9][CH2:10][CH:11]([CH2:13][Cl:14])[O:12]2)[CH2:15][CH2:16]1>>[CH:1]([CH3:2])([CH2:3][CH3:4])[CH:5]1[CH2:6][CH2:7][C:8]2([O:9][CH2:10][CH:11]([CH2:13][N:20]3[CH2:19][CH:18]([CH3:17])[CH2:23][CH:22]([CH3:24])[CH2:21]3)[O:12]2)[CH2:15][CH2:16]1. Run at temperature 35 celsius, time 3 hour. Yields the product NC(=O)C1(CCN(CC1)C(=O)OC(C)(C)C)C (tert-butyl 4-(aminocarbonyl)-4-methylpiperidine-1-carboxylate). The reactants are [NH2-].[Na+] (sodium amide), CC1(CCN(CC1)C(=O)OC(C)(C)C)C(=O)OCC (1-tert-butyl 4-ethyl 4-methylpiperidine-1,4-dicarboxylate). RXN SMILES: [NH2-:1].[Na+].[CH3:3][C:4]1([C:17]([O:19]CC)=O)[CH2:9][CH2:8][N:7]([C:10]([O:12][C:13]([CH3:16])([CH3:15])[CH3:14])=[O:11])[CH2:6][CH2:5]1>O1CCCC1>[NH2:1][C:17]([C:4]1([CH3:3])[CH2:9][CH2:8][N:7]([C:10]([O:12][C:13]([CH3:16])([CH3:15])[CH3:14])=[O:11])[CH2:6][CH2:5]1)=[O:19] |f:0.1|. The solvent is O1CCCC1 (tetrahydrofuran). Procedure details: A 500-mL flask equipped with an N2 inlet/temperature probe, overhead stirrer and an addition funnel was charged with sodium amide (13.3 g, 327.3 mmol) and tetrahydrofuran (110 g) then warmed to 35° C. Through the addition funnel was slowly charged the tetrahydrofuran/toluene solution of Example 8 (35.57 g, 130.9 mmol). The addition funnel was rinsed with tetrahydrofuran (12 g). The reaction temperature was adjusted to 50° C. and the reaction was stirred for 3 hours before an HPLC sample was take... Reactants: [N+](=O)([O-])C1=CC(=C(C(=O)O)C=C1)C1=CC=CC=C1 (4-Nitro-2-phenylbenzoic acid), C(=O)(O)[O-].[Na+] (NaHCO3), O.O.[Sn](Cl)Cl (tin(II) chloride dihydrate), O (water). Solvent: C(C)(=O)OCC (ethyl acetate). Product: Cl.NC1=CC(=C(C(=O)O)C=C1)C1=CC=CC=C1 (4-Amino-2-phenylbenzoic acid hydrochloride). Isolated yield 29.7%. Reaction SMILES: [N+:1]([C:4]1[CH:12]=[CH:11][C:7]([C:8]([OH:10])=[O:9])=[C:6]([C:13]2[CH:18]=[CH:17][CH:16]=[CH:15][CH:14]=2)[CH:5]=1)([O-])=O.O.O.[Sn](Cl)[Cl:22].O.C([O-])(O)=O.[Na+]>C(OCC)(=O)C>[ClH:22].[NH2:1][C:4]1[CH:12]=[CH:11][C:7]([C:8]([OH:10])=[O:9])=[C:6]([C:13]2[CH:14]=[CH:15][CH:16]=[CH:17][CH:18]=2)[CH:5]=1 |f:1.2.3,5.6,8.9|. Procedure: 4-Nitro-2-phenylbenzoic acid (10.5 g, 43.2 mmol) and tin(II) chloride dihydrate (34.1 g, 0.15 mol) were combined and refluxed in 250 mL ethyl acetate for 1 hour. An equal volume of water was added followed by solid NaHCO3 to pH 8. The mixture was extracted with ethyl acetate. The combined ethyl acetate extracts were washed with brine and concentrated to a thick oil. The oil was diluted with ether and excess anhydrous HCl was added. The resulting precipitate was collected and dried to provide 4-A... Reactants: ClC1=C(C=C(C=C1)N1N=C(N=C1C1CCN(CC1)C(=O)OC(C)(C)C)C)C (tert-butyl 4-[1-(4-chloro-3-methylphenyl)-3-methyl-1H-1,2,4-triazol-5-yl]piperidine-1-carboxylate), FC(C(=O)O)(F)F (Trifluoroacetic acid). Run in ClCCl (dichloromethane). Product: C(=O)(C(F)(F)F)O (TFA), FC(C(=O)O)(F)F.ClC1=C(C=C(C=C1)N1N=C(N=C1C1CCNCC1)C)C (4-[1-(4-chloro-3-methylphenyl)-3-methyl-1H-1,2,4-triazol-5-yl]piperidine trifluoroacetate salt). Isolated yield 0.1%. Reaction SMILES: [Cl:1][C:2]1[CH:7]=[CH:6][C:5]([N:8]2[C:12]([CH:13]3[CH2:18][CH2:17][N:16](C(OC(C)(C)C)=O)[CH2:15][CH2:14]3)=[N:11][C:10]([CH3:26])=[N:9]2)=[CH:4][C:3]=1[CH3:27].[F:28][C:29]([F:34])([F:33])[C:30]([OH:32])=[O:31]>ClCCl>[C:30]([OH:32])([C:29]([F:34])([F:33])[F:28])=[O:31].[F:28][C:29]([F:34])([F:33])[C:30]([OH:32])=[O:31].[Cl:1][C:2]1[CH:7]=[CH:6][C:5]([N:8]2[C:12]([CH:13]3[CH2:18][CH2:17][NH:16][CH2:15][CH2:14]3)=[N:11][C:10]([CH3:26])=[N:9]2)=[CH:4][C:3]=1[CH3:27] |f:4.5|. Procedure: The product from step B (145.7 mg, 0.373 mmol) was dissolved in anhydrous dichloromethane (1 mL). Trifluoroacetic acid (100 uL, 1.298 mmol) was added dropwise with stirring. The reaction solution was stirred at room temperature for 16 h. The solution was concentrated and the crude residue was purified by RP-HPLC(C18; acetonitrile, water, 0.1% TFA) to afford the title compound. HPLC/MS: 291.0/293.0 (M+1), Rt=2.09 (LC4). Reactants: OC1=CC=C2C(C(=C(OC2=C1)C(F)(F)F)C1=CC=C(S1)C(=O)OC)=O (methyl 5-(7-hydroxy-4-oxo-2-(trifluoromethyl)-4H-chromen-3-yl)thiophene-2-carboxylate), Cl (HCl). The solvent is O1CCOCC1 (dioxane). Run at temperature 70 celsius, time 24 hour. The product is OC1=CC=C2C(C(=C(OC2=C1)C(F)(F)F)C1=CC=C(S1)C(=O)O)=O (5-(7-hydroxy-4-oxo-2-(trifluoromethyl)-4H-chromen-3-yl)thiophene-2-carboxylic acid). As a reaction SMILES: [OH:1][C:2]1[CH:11]=[C:10]2[C:5]([C:6](=[O:25])[C:7]([C:16]3[S:20][C:19]([C:21]([O:23]C)=[O:22])=[CH:18][CH:17]=3)=[C:8]([C:12]([F:15])([F:14])[F:13])[O:9]2)=[CH:4][CH:3]=1.Cl>O1CCOCC1>[OH:1][C:2]1[CH:11]=[C:10]2[C:5]([C:6](=[O:25])[C:7]([C:16]3[S:20][C:19]([C:21]([OH:23])=[O:22])=[CH:18][CH:17]=3)=[C:8]([C:12]([F:15])([F:13])[F:14])[O:9]2)=[CH:4][CH:3]=1. Reported procedure: To a solution of methyl 5-(7-hydroxy-4-oxo-2-(trifluoromethyl)-4H-chromen-3-yl)thiophene-2-carboxylate (295 mg, 0.80 mmol) in dioxane (1.5 ml) was added concentrated HCl (1.5 ml). The reaction mixture was stirred at 70° C. for 24 hours, cooled to room temperature and centrifuged. The precipitate was rinsed with water (2 ml×2), DCM (2 ml×2) and dried in vacuo to afford the desired product in Example 2 as a gray powder (216.1 mg, 76.3%).